Dataset: the Open Reaction Database (ORD), a public repository of structured organic reaction records. Task: describe an organic reaction: reactants, conditions, products, and yield The reactants are Cc1ccc2c(Cl)ccnc2n1, CNC(=O)c1ccc(COc2cc(N)cc(Cl)c2)cc1. The product is CNC(=O)c1ccc(COc2cc(Cl)cc(Nc3ccnc4nc(C)ccc34)c2)cc1. As a reaction SMILES: [Cl:1][c:2]1[c:3]2[cH:4][cH:5][c:6]([CH3:12])[n:7][c:8]2[n:9][cH:10][cH:11]1.[NH2:13][c:14]1[cH:15][c:16]([O:17][CH2:18][c:19]2[cH:20][cH:21][c:22]([C:23](=[O:24])[NH:25][CH3:26])[cH:27][cH:28]2)[cH:29][c:30]([Cl:32])[cH:31]1>>[c:2]1([NH:13][c:14]2[cH:15][c:16]([O:17][CH2:18][c:19]3[cH:20][cH:21][c:22]([C:23](=[O:24])[NH:25][CH3:26])[cH:27][cH:28]3)[cH:29][c:30]([Cl:32])[cH:31]2)[c:3]2[cH:4][cH:5][c:6]([CH3:12])[n:7][c:8]2[n:9][cH:10][cH:11]1. The reactants are C(C1=CC=CC=C1)OC(=O)N[C@@H]1C(N(CCC1)P(=O)(NC1=CC=C(C=C1)OC)NC1=CC=C(C=C1)OC)=O ((3S)-3-benzyloxycarbonylamino-1-bis(4-methoxyphenylamino)phosphinyl-2-piperidone). Reagents/catalysts: [Pd] (Palladium black). The solvent is CO (methanol). Run at time 8 hour. The product is N[C@@H]1C(N(CCC1)P(=O)(NC1=CC=C(C=C1)OC)NC1=CC=C(C=C1)OC)=O ((3S)-3-amino-1-bis(4-methoxyphenylamino)phosphinyl-2-piperidone). Reaction SMILES: C(OC([NH:11][C@H:12]1[CH2:17][CH2:16][CH2:15][N:14]([P:18]([NH:29][C:30]2[CH:35]=[CH:34][C:33]([O:36][CH3:37])=[CH:32][CH:31]=2)([NH:20][C:21]2[CH:26]=[CH:25][C:24]([O:27][CH3:28])=[CH:23][CH:22]=2)=[O:19])[C:13]1=[O:38])=O)C1C=CC=CC=1>CO.[Pd]>[NH2:11][C@H:12]1[CH2:17][CH2:16][CH2:15][N:14]([P:18]([NH:20][C:21]2[CH:22]=[CH:23][C:24]([O:27][CH3:28])=[CH:25][CH:26]=2)([NH:29][C:30]2[CH:31]=[CH:32][C:33]([O:36][CH3:37])=[CH:34][CH:35]=2)=[O:19])[C:13]1=[O:38]. Procedure details: Palladium black (30 mg) was added to a solution of (3S)-3-benzyloxycarbonylamino-1-bis(4-methoxyphenylamino)phosphinyl-2-piperidone (150.2 mg, 0.2789 mmol) in methanol (5 mL), and the resulting mixture was stirred overnight at room temperature under a hydrogen atmosphere. Starting materials: C(C)(C)(C)OC(=O)N1CCN(CC1)C1=C(C=CC=C1)OC1CN(C1)C(C1=CC=CC=C1)C1=CC=CC=C1 (4-[2-(1-Benzhydryl-azetidin-3-yloxy)-phenyl]-piperazine-1-carboxylic acid tert-butyl ester), C(=O)[O-].[NH4+] (ammonium formate). Reagents/catalysts: [Pd] (palladium on carbon). The solvent is CO (methanol), CO (methanol). Run at time 48 hour. The product is C(C)(C)(C)OC(=O)N1CCN(CC1)C1=C(C=CC=C1)OC1CNC1 (4-[2-(Azetidin-3-yloxy)-phenyl]-piperazine-1-carboxylic acid tert-butyl ester). The yield is 76.0%. Reaction SMILES: [C:1]([O:5][C:6]([N:8]1[CH2:13][CH2:12][N:11]([C:14]2[CH:19]=[CH:18][CH:17]=[CH:16][C:15]=2[O:20][CH:21]2[CH2:24][N:23](C(C3C=CC=CC=3)C3C=CC=CC=3)[CH2:22]2)[CH2:10][CH2:9]1)=[O:7])([CH3:4])([CH3:3])[CH3:2].C([O-])=O.[NH4+]>[Pd].CO>[C:1]([O:5][C:6]([N:8]1[CH2:13][CH2:12][N:11]([C:14]2[CH:19]=[CH:18][CH:17]=[CH:16][C:15]=2[O:20][CH:21]2[CH2:22][NH:23][CH2:24]2)[CH2:10][CH2:9]1)=[O:7])([CH3:4])([CH3:2])[CH3:3] |f:1.2|. Reported procedure: 4-[2-(1-Benzhydryl-azetidin-3-yloxy)-phenyl]-piperazine-1-carboxylic acid tert-butyl ester (750 mg, 1.5 mmol) and ammonium formate (1.8 g, 30 mmol) were dissolved into methanol (50 mL) at r.t. The solution was added slowly to 10% palladium on carbon (750 mg) in methanol (20 mL) under nitrogen atmosphere. The mixture was stirred for about 48 hours and filtered through a bed of celite. The solvent was removed under reduced pressure to afford the title compound as a colorless oil (380 mg, 60%). Starting materials: FC1=CC(=C(C(=O)CC(=O)[O-])C=C1F)[N+](=O)[O-] (4,5-difluoro-2-nitrobenzoylacetate), C(C)OC([O-])[O-] (ethylorthoformate), C(C)(=O)O (acetic acid). Product: FC1=CC(=C(C(=O)C(C(=O)OCC)=COCC)C=C1F)[N+](=O)[O-] (ethyl (4,5-difluoro-2-nitrobenzoyl)-3-ethoxyacrylate). RXN SMILES: [F:1][C:2]1[C:13]([F:14])=[CH:12][C:5]([C:6]([CH2:8][C:9]([O-:11])=[O:10])=[O:7])=[C:4]([N+:15]([O-:17])=[O:16])[CH:3]=1.[CH2:18]([O:20][CH:21]([O-])[O-])[CH3:19].[C:24](O)(=O)[CH3:25]>>[F:1][C:2]1[C:13]([F:14])=[CH:12][C:5]([C:6]([C:8](=[CH:21][O:20][CH2:18][CH3:19])[C:9]([O:11][CH2:24][CH3:25])=[O:10])=[O:7])=[C:4]([N+:15]([O-:17])=[O:16])[CH:3]=1. Procedure: To 3 ml of acetic acid anhydrous were added 3 g (0.01 mol) of ethyl (4,5-difluoro-2-nitrobenzoylacetate and 2.44 g (0.016 mol) of ethylorthoformate. Procedure details: 7.96 g (0.18 mmole) of sodium hydride (as a 55% w/w dispersion in mineral oil) were added, whilst ice-cooling, to a solution of 26.4 g (0.15 mmole) of dimethyl adipate and 23.7 g (0.15 mmole) of 1-naphthaldehyde dissolved in 200 ml of anhydrous methanol, and the mixture was heated under reflux for 30 minutes. At the end of this time, 150 ml (0.15 mole) of a 1N aqueous solution of sodium hydroxide were added to the solution, and the mixture was heated under reflux for 1 hour. The solvent was then... The solvent is CO (methanol). Yield: 34766.1%. Product: C1(CC=CC2=CC=CC=C12)=C(C(=O)O)CCCC(=O)O (2-(1-naphthylidene)adipic acid). The reactants are [H-].[Na+] (sodium hydride), C(CCCCC(=O)OC)(=O)OC (dimethyl adipate), C1(=CC=CC2=CC=CC=C12)C=O (1-naphthaldehyde), aqueous solution, [OH-].[Na+] (sodium hydroxide). RXN SMILES: [H-].[Na+].[C:3]([O:13]C)(=[O:12])[CH2:4][CH2:5][CH2:6][CH2:7][C:8]([O:10]C)=[O:9].[C:15]1(C=O)[C:24]2[C:19](=[CH:20][CH:21]=[CH:22][CH:23]=2)[CH:18]=[CH:17][CH:16]=1.[OH-].[Na+]>CO>[C:23]1(=[C:7]([CH2:6][CH2:5][CH2:4][C:3]([OH:13])=[O:12])[C:8]([OH:10])=[O:9])[C:24]2[C:19](=[CH:18][CH:17]=[CH:16][CH:15]=2)[CH:20]=[CH:21][CH2:22]1 |f:0.1,4.5|. Starting materials: ClC1=CC(=C(C=C1O)N1C(NC(=CC1=O)C(F)(F)F)=O)F (3-(4-chloro-2-fluoro-5-hydroxyphenyl)6-trifluoromethyl-2,4(1H,3H)-pyrmidinedione), ice, [N+](=O)(O)[O-] (nitric acid). Run at time 1 hour. Yields the product ClC1=C(C(=C(C(=C1)F)N1C(NC(=CC1=O)C(F)(F)F)=O)[N+](=O)[O-])O (3-(4-chloro-6-fluoro-3-hydroxy-2-nitrophenyl)-6-trifluoromethyl-2,4(1H, 3H)-pyrimidinedione). RXN SMILES: [Cl:1][C:2]1[C:7]([OH:8])=[CH:6][C:5]([N:9]2[C:14](=[O:15])[CH:13]=[C:12]([C:16]([F:19])([F:18])[F:17])[NH:11][C:10]2=[O:20])=[C:4]([F:21])[CH:3]=1.[N+:22]([O-])([OH:24])=[O:23]>>[Cl:1][C:2]1[CH:3]=[C:4]([F:21])[C:5]([N:9]2[C:14](=[O:15])[CH:13]=[C:12]([C:16]([F:18])([F:17])[F:19])[NH:11][C:10]2=[O:20])=[C:6]([N+:22]([O-:24])=[O:23])[C:7]=1[OH:8]. Procedure: 3-(4-chloro-2-fluoro-5-hydroxyphenyl)6-trifluoromethyl-2,4(1H,3H)-pyrmidinedione (2.5 g) was added to an ice cooled con. nitric acid (50 ml). After stirring for 1 hr, the reaction mixture was poured into ice-cold water. The yellow crystals were collected by filtration to afford the title compound (0.9 g). The filtrate was extracted by ethyl acetate (200 ml) and washed with brine. The organic phase was dried over anhydrous sodium sulfate. After removal of the solvent, 0.6 g of title compound was ...